Dataset: the Open Reaction Database (ORD), a public repository of structured organic reaction records. Task: describe an organic reaction: reactants, conditions, products, and yield RXN SMILES: [C:1]([CH2:6][S:7][CH2:8][C:9]1[CH:14]=[N:13][C:12]([CH3:15])=[C:11]2[O:16]C(C)(C)[O:18][CH2:19][C:10]=12)([O:3][CH2:4][CH3:5])=[O:2].[ClH:22].C(=O)(O)[O-].[Na+]>O>[ClH:22].[CH3:15][C:12]1[C:11]([OH:16])=[C:10]([CH2:19][OH:18])[C:9]([CH2:8][S:7][CH2:6][C:1]([O:3][CH2:4][CH3:5])=[O:2])=[CH:14][N:13]=1 |f:2.3,5.6|. Run in O (water). Run at temperature 0 celsius. Procedure details: A mixture of 1.0 g. of the compound from Step A, 6.0 ml. of 2.5 N hydrochloric acid and 10 ml. of water is heated at 50°C. for 45 minutes. The mixture is made alkaline with solid sodium bicarbonate and concentrated to dryness. The residue is extracted with 50 ml. of hot isopropanol. The extract is cooled to 0°C., saturated with dry hydrogen chloride and concentrated to dryness. The solid residue is isolated by trituration with ether and filtration and dried to give 2-methyl-3-hydroxy-4-hydroxyme... The product is Cl.CC1=NC=C(C(=C1O)CO)CSCC(=O)OCC (2-methyl-3-hydroxy-4-hydroxymethyl-5-ethoxycarbonylmethylthiomethylpyridine hydrochloride). Starting materials: C(=O)(OCC)CSCC1=C2C(=C(N=C1)C)OC(OC2)(C)C (5-carboethoxymethylthiomethyl-2,2,8-trimethyl-4H-1,3-dioxino[4,5-C]pyridine), Cl (hydrochloric acid), C([O-])(O)=O.[Na+] (sodium bicarbonate). Reactants: N12CCCCCC2=NCCC1 (1,8-diazabicyclo[5,4,0]undec-7-ene), FC(C(C(C(F)(F)F)(F)F)(F)F)(S(=O)(=O)F)F (perfluorobutane-1-sulfonic acid fluoride), ClCCCCCCCCC[C@H]1[C@H]2[C@@H]3CCC([C@@]3(C)CC([C@@H]2[C@H]2CCC(C=C2C1)=O)O)=O (7α-(9-chlorononyl)-11-hydroxy-estr-4-ene-3,17-dione). Run in C(C)(=O)OCC (ethyl acetate), C(C)(=O)OCC (ethyl acetate). Run at time 2 hour. Product: ClCCCCCCCCC[C@H]1[C@H]2[C@@H]3CCC([C@@]3(C)C[C@@H]([C@@H]2[C@H]2CCC(C=C2C1)=O)F)=O (7α-(9-Chlorononyl)-11β-fluor-estr-4-ene-3,17-dione). RXN SMILES: N12CCCN=C1CCCCC2.[F:12]C(F)(S(F)(=O)=O)C(F)(F)C(F)(F)C(F)(F)F.[Cl:29][CH2:30][CH2:31][CH2:32][CH2:33][CH2:34][CH2:35][CH2:36][CH2:37][CH2:38][C@@H:39]1[CH2:56][C:55]2[C@H:50]([CH2:51][CH2:52][C:53](=[O:57])[CH:54]=2)[C@@H:49]2[C@@H:40]1[C@H:41]1[C@@:45]([CH2:47][CH:48]2O)([CH3:46])[C:44](=[O:59])[CH2:43][CH2:42]1>C(OCC)(=O)C>[Cl:29][CH2:30][CH2:31][CH2:32][CH2:33][CH2:34][CH2:35][CH2:36][CH2:37][CH2:38][C@@H:39]1[CH2:56][C:55]2[C@H:50]([CH2:51][CH2:52][C:53](=[O:57])[CH:54]=2)[C@@H:49]2[C@@H:40]1[C@H:41]1[C@@:45]([CH2:47][C@@H:48]2[F:12])([CH3:46])[C:44](=[O:59])[CH2:43][CH2:42]1. Reported procedure: 3.3 ml of 1,8-diazabicyclo[5,4,0]undec-7-ene and, drop by drop, 4 ml of perfluorobutane-1-sulfonic acid fluoride are added to 6.7 g of 7α-(9-chlorononyl)-11-hydroxy-estr-4-ene-3,17-dione in 35 ml of ethyl acetate at 0° C. After 2 hours, it is diluted with ethyl acetate, washed several times with 2N hydrochloric acid and neutralized with saturated sodium bicarbonate solution and water. The crude product is chromatographed on silica gel with a hexane-ethyl acetate gradient. Yield: 6.2 g of 7α-(9-c... The reactants are CC(=O)[Si](C(C)C)(C(C)C)C1CC1, [Li]C. Yields the product CC(C)[Si](C(C)C)(C1CC1)C(C)(C)O. As a reaction SMILES: [C:1]([CH3:2])(=[O:3])[Si:4]([CH:5]([CH3:6])[CH3:7])([CH:8]([CH3:9])[CH3:10])[CH:11]1[CH2:12][CH2:13]1.[CH3:14][Li:15]>>[C:1]([CH3:2])([OH:3])([Si:4]([CH:5]([CH3:6])[CH3:7])([CH:8]([CH3:9])[CH3:10])[CH:11]1[CH2:12][CH2:13]1)[CH3:14]. The reactants are [Li]CCCC, CCCCCC, CC(C)[N-]C(C)C, CC(C)NC(C)C, [Li+], O=CCC1CCCO1, C1CCOC1, O=S(=O)(c1ccccc1)n1ccc2cccnc21. Product: O=S(=O)(c1ccccc1)n1c(C(O)CC2CCCO2)cc2cccnc21. Reaction SMILES: [CH2:27]([Li:28])[CH2:29][CH2:30][CH3:31].[CH3:32][CH2:33][CH2:34][CH2:35][CH2:36][CH3:37].[CH:19]([N-:20][CH:21]([CH3:22])[CH3:23])([CH3:24])[CH3:25].[CH:38]([NH:39][CH:40]([CH3:41])[CH3:42])([CH3:43])[CH3:44].[Li+:26].[O:45]1[CH:46]([CH2:50][CH:51]=[O:52])[CH2:47][CH2:48][CH2:49]1.[O:53]1[CH2:54][CH2:55][CH2:56][CH2:57]1.[c:1]1([S:7](=[O:8])(=[O:9])[n:10]2[cH:11][cH:12][c:13]3[c:14]2[n:15][cH:16][cH:17][cH:18]3)[cH:2][cH:3][cH:4][cH:5][cH:6]1>>[c:1]1([S:7](=[O:8])(=[O:9])[n:10]2[c:11]([CH:51]([CH2:50][CH:46]3[O:45][CH2:49][CH2:48][CH2:47]3)[OH:52])[cH:12][c:13]3[c:14]2[n:15][cH:16][cH:17][cH:18]3)[cH:2][cH:3][cH:4][cH:5][cH:6]1. Starting materials: NC[C@H]1N(CCC[C@H]1C)C(=O)C1=C(C=C(C(=C1)F)F)C1=NC=CC=N1 (((2S,3R)-2-(aminomethyl)-3-methylpiperidin-1-yl)(4,5-difluoro-2-(pyrimidin-2-yl)phenyl)methanone), ClC1=NC=C(C=N1)Cl (2,5-dichloropyrimidine). The product is ClC=1C=NC(=NC1)NC[C@H]1N(CCC[C@H]1C)C(=O)C1=C(C=C(C(=C1)F)F)C1=NC=CC=N1 (((2S,3R)-2-(((5-Chloropyrimidin-2-yl)amino)methyl)-3-methylpiperidin-1-yl) (4,5-difluoro-2-(pyrimidin-2-yl)phenyl)methanone). Reaction SMILES: [NH2:1][CH2:2][C@@H:3]1[C@H:8]([CH3:9])[CH2:7][CH2:6][CH2:5][N:4]1[C:10]([C:12]1[CH:17]=[C:16]([F:18])[C:15]([F:19])=[CH:14][C:13]=1[C:20]1[N:25]=[CH:24][CH:23]=[CH:22][N:21]=1)=[O:11].Cl[C:27]1[N:32]=[CH:31][C:30]([Cl:33])=[CH:29][N:28]=1>>[Cl:33][C:30]1[CH:29]=[N:28][C:27]([NH:1][CH2:2][C@@H:3]2[C@H:8]([CH3:9])[CH2:7][CH2:6][CH2:5][N:4]2[C:10]([C:12]2[CH:17]=[C:16]([F:18])[C:15]([F:19])=[CH:14][C:13]=2[C:20]2[N:21]=[CH:22][CH:23]=[CH:24][N:25]=2)=[O:11])=[N:32][CH:31]=1. Procedure details: The title compound was prepared following the same general protocol as described for Example A1 using ((2S,3R)-2-(aminomethyl)-3-methylpiperidin-1-yl)(4,5-difluoro-2-(pyrimidin-2-yl)phenyl)methanone and 2,5-dichloropyrimidine. ESI-MS (m/z): 459 [M+1]+.